Dataset: the Open Reaction Database (ORD), a public repository of structured organic reaction records. Task: describe an organic reaction: reactants, conditions, products, and yield Starting materials: O (water), [I-].ClC1=CC2=C(SC(S2)=[N+](C2=CC=CC=C2)C)C=C1 (5-chloro-N-methyl-N-phenyl-1,3-benzodithiol-2-iminium iodide), Cl.NCCC(=O)OCC (3-aminopropanoic acid, ethyl ester, hydrochloride), C([O-])([O-])=O.[Na+].[Na+] (sodium carbonate). The solvent is CN(C=O)C (dimethylformamide). Conditions: time 2 day. The product is ClC1=CC2=C(SC(S2)=NCCC(=O)OCC)C=C1 (3-[(5-Chloro-1,3-benzodithiol-2-ylidene)amino]propanoic acid, ethyl ester). Isolated yield 15.3%. Reaction SMILES: [I-].[Cl:2][C:3]1[CH:19]=[CH:18][C:6]2[S:7][C:8](=[N+](C)C3C=CC=CC=3)[S:9][C:5]=2[CH:4]=1.Cl.[NH2:21][CH2:22][CH2:23][C:24]([O:26][CH2:27][CH3:28])=[O:25].C(=O)([O-])[O-].[Na+].[Na+].O>CN(C)C=O>[Cl:2][C:3]1[CH:19]=[CH:18][C:6]2[S:7][C:8](=[N:21][CH2:22][CH2:23][C:24]([O:26][CH2:27][CH3:28])=[O:25])[S:9][C:5]=2[CH:4]=1 |f:0.1,2.3,4.5.6|. Procedure details: A solution of 5-chloro-N-methyl-N-phenyl-1,3-benzodithiol-2-iminium iodide (9.97g), 3-aminopropanoic acid, ethyl ester, hydrochloride (3.68g) and anhydrous sodium carbonate (2.54g) in 250 ml of anhydrous dimethylformamide is heated at 120° C under nitrogen for three hours, then left stirring at room temperature for 2 days. The reaction mixture is poured into water (1400 ml) and extracted with three 200 ml portions of dichloromethane. The combined dichloromethane extracts are washed with three 10... Reactants: C(C)NC([O-])=O.OC=1C=CC=2C(C3C(CNC3)C2C1)C (N-ethylcarbamate 5-hydroxy-8-methyl-1,2,3,3a,8,8a-hexahydroindeno[1,2-c]pyrrole), FC1=CC=C(CBr)C=C1 (4-fluorobenzyl bromide). The product is FC1=CC=C(COC=2C=CC=3C(C4C(CNC4)C3C2)C)C=C1 (5-(4-Fluorobenzyloxy)-8-methyl-1,2,3,3a,8,8a-hexahydroindeno[1,2-c]pyrrole), crude product. RXN SMILES: C(NC(=O)[O-])C.[OH:7][C:8]1[CH:9]=[CH:10][C:11]2[CH:12]([CH3:20])[CH:13]3[CH2:17][NH:16][CH2:15][CH:14]3[C:18]=2[CH:19]=1.[F:21][C:22]1[CH:29]=[CH:28][C:25]([CH2:26]Br)=[CH:24][CH:23]=1>>[F:21][C:22]1[CH:29]=[CH:28][C:25]([CH2:26][O:7][C:8]2[CH:9]=[CH:10][C:11]3[CH:12]([CH3:20])[CH:13]4[CH2:17][NH:16][CH2:15][CH:14]4[C:18]=3[CH:19]=2)=[CH:24][CH:23]=1 |f:0.1|. Procedure details: The subtitle compound was prepared by the method of Example 43, Step B utilizing N-ethylcarbamate-5-hydroxy-8-methyl-1,2,3,3a,8,8a-hexahydroindeno[1,2-c]pyrrole (from Example 43, Step A) (0.1 mmol) and 4-fluorobenzyl bromide. The crude product was obtained without further purification. MS calculated for C22H24FNO3+H: 370, observed: 370. The yield is 82.0%. Reaction SMILES: C(N[C:6](=[O:38])[C:7]([NH:34]C(=O)C)([CH:21]1[CH2:26][CH2:25][N:24]([C:27]2[CH:32]=[CH:31][C:30]([Cl:33])=[CH:29][N:28]=2)[CH2:23][CH2:22]1)[CH2:8][CH2:9][CH2:10][CH2:11][B:12]1[O:16]C(C)(C)C(C)(C)[O:13]1)(C)(C)C.[OH2:39]>Cl>[NH2:34][C:7]([CH:21]1[CH2:22][CH2:23][N:24]([C:27]2[CH:32]=[CH:31][C:30]([Cl:33])=[CH:29][N:28]=2)[CH2:25][CH2:26]1)([CH2:8][CH2:9][CH2:10][CH2:11][B:12]([OH:13])[OH:16])[C:6]([OH:38])=[O:39]. Procedure: A solution of 2-acetylamino-2-(5′-chloro-3,4,5,6-tetrahydro-2H-[1,2′]bipyridinyl-4-yl)-6-(4,4,5,5-tetramethyl-[1,3,2]-dioxaborolan-2-yl)hexanoic acid, tert-butylamide (1.07 g) in 6 N HCl (20 mL) was stirred at 90° C. for 1 day. After cooling to room temperature, the reaction mixture was transferred to a separatory funnel, diluted with deionized water (10 mL) and washed with dichloromethane (3×). The aqueous layer was frozen in liquid nitrogen and lyophilized to give title compound as a white sol... Starting materials: C(C)(C)(C)NC(C(CCCCB1OC(C(O1)(C)C)(C)C)(C1CCN(CC1)C1=NC=C(C=C1)Cl)NC(C)=O)=O (2-acetylamino-2-(5′-chloro-3,4,5,6-tetrahydro-2H-[1,2′]bipyridinyl-4-yl)-6-(4,4,5,5-tetramethyl-[1,3,2]-dioxaborolan-2-yl)hexanoic acid, tert-butylamide), O (water). Yields the product NC(C(=O)O)(CCCCB(O)O)C1CCN(CC1)C1=NC=C(C=C1)Cl (2-amino-6-borono-2-(1-(5-chloropyridin-2-yl)piperidin-4-yl)hexanoic acid). Solvent: Cl (HCl). Starting materials: C(C1=CC=CC=C1)Br (benzyl bromide), [H-].[Na+] (sodium hydride), oil, NCCCO (3-amino-1-propanol). The solvent is C1CCOC1 (THF). Reaction conditions: time 30 minute. Yields the product C(C1=CC=CC=C1)OCCCN (3-(benzyloxy)propylamine). The yield is 8.3%. Reaction SMILES: [H-].[Na+].[NH2:3][CH2:4][CH2:5][CH2:6][OH:7].[CH2:8](Br)[C:9]1[CH:14]=[CH:13][CH:12]=[CH:11][CH:10]=1>C1COCC1>[CH2:8]([O:7][CH2:6][CH2:5][CH2:4][NH2:3])[C:9]1[CH:14]=[CH:13][CH:12]=[CH:11][CH:10]=1 |f:0.1|. Procedure details: A 60% sodium hydride dispersion in mineral oil (4 g, 0.1 mol) in a small portion at room temperature was added to a stirred solution of 3-amino-1-propanol (7.51 g, 0.1 mol) in THF (150 mL). The mixture was stirred for 30 min under nitrogen, and benzyl bromide (11.9 mL, 0.1 mol) was added. The mixture was stirred for 10 h at room temperature, and concentrated in vacuo. The residue was partitioned between 1 N aqueous HCl solution and CH2Cl2. The aqueous layer was adjusted to pH 10 with 10% aqueous... The reactants are C(C)(C)(C)OC(=O)N1[C@@H](C[C@H](C1)O)C(NC1CC1)=O ((2S,4R)-2-cyclopropylcarbamoyl-4-hydroxy-pyrrolidine-1-carboxylic acid tert-butyl ester), C(=O)(C(F)(F)F)O (TFA). The solvent is C(Cl)Cl (DCM). Reaction conditions: time 2 hour. The product is C1(CC1)NC(=O)[C@H]1NC[C@@H](C1)O ((2S,4R)-4-hydroxy-pyrrolidine-2-carboxylic acid cyclopropylamide). RXN SMILES: C(OC([N:8]1[CH2:12][C@H:11]([OH:13])[CH2:10][C@H:9]1[C:14](=[O:19])[NH:15][CH:16]1[CH2:18][CH2:17]1)=O)(C)(C)C.C(O)(C(F)(F)F)=O>C(Cl)Cl>[CH:16]1([NH:15][C:14]([C@@H:9]2[CH2:10][C@@H:11]([OH:13])[CH2:12][NH:8]2)=[O:19])[CH2:18][CH2:17]1. Procedure: A mixture of (2S,4R)-2-cyclopropylcarbamoyl-4-hydroxy-pyrrolidine-1-carboxylic acid tert-butyl ester (1.1 g) and TFA (20 mL) in DCM (30 mL) was stirred at rt for 2 hours. The reaction was concentrated to give (2S,4R)-4-hydroxy-pyrrolidine-2-carboxylic acid cyclopropylamide. Starting materials: Cl (HCl), [K] (potassium), [O-]CCCC (butoxide), BrC=1C=C(C=CC1)C(CO)(CO)NC(CCl)=O (N-[1-(3-bromo-phenyl)-2-hydroxy-1-hydroxymethyl-ethyl]-2-chloro-acetamide). Solvent: CC(C)(C)O (t-BuOH), CC(C)(C)OC (TBME), O (Water). Product: BrC=1C=C(C=CC1)C1(COCC(N1)=O)CO (5-(3-Bromo-phenyl)-5-hydroxymethyl-morpholin-3-one). RXN SMILES: [Br:1][C:2]1[CH:3]=[C:4]([C:8]([NH:13][C:14](=[O:17])[CH2:15]Cl)([CH2:11][OH:12])[CH2:9][OH:10])[CH:5]=[CH:6][CH:7]=1.[K].[O-]CCCC.Cl>CC(OC)(C)C.O.CC(O)(C)C>[Br:1][C:2]1[CH:3]=[C:4]([C:8]2([CH2:11][OH:12])[NH:13][C:14](=[O:17])[CH2:15][O:10][CH2:9]2)[CH:5]=[CH:6][CH:7]=1 |^1:17|. Procedure details: A suspension of N-[1-(3-bromo-phenyl)-2-hydroxy-1-hydroxymethyl-ethyl]-2-chloro-acetamide (3.24 g, 10.04 mmol) and 35 ml of t-BuOH was treated with potassium tart-butoxide (1.127 g, 10.04 mmol). The mixture was heated at reflux for 1 h and neutralized with 10 ml of 1N HCl. Water and TBME were added, and the precipitate was filtered off. The organic phase of the filtrate was separated, dried with sodium sulfate and chromatographed on silica gel (EtOAc/MeOH 1-2%) to give the title compound in the ... Reactants: CC1(C)C(=O)Nc2c(F)cc(Br)cc21, CC(C)(C)P(C(C)(C)C)C(C)(C)C, Cn1c(C#N)ccc1B(O)O, CCOC(C)=O, [F-], [K+]. As a reaction SMILES: [Br:1][c:2]1[cH:3][c:4]2[c:8]([c:9]([F:11])[cH:10]1)[NH:7][C:6](=[O:12])[C:5]2([CH3:13])[CH3:14].[C:28]([P:29]([C:30]([CH3:31])([CH3:32])[CH3:33])[C:34]([CH3:35])([CH3:36])[CH3:37])([CH3:38])([CH3:39])[CH3:40].[CH3:15][n:16]1[c:17]([B:23]([OH:24])[OH:25])[cH:18][cH:19][c:20]1[C:21]#[N:22].[CH3:41][CH2:42][O:43][C:44]([CH3:45])=[O:46].[F-:26].[K+:27]>>[c:2]1(-[c:17]2[n:16]([CH3:15])[c:20]([C:21]#[N:22])[cH:19][cH:18]2)[cH:3][c:4]2[c:8]([c:9]([F:11])[cH:10]1)[NH:7][C:6](=[O:12])[C:5]2([CH3:13])[CH3:14]. Product: Cn1c(C#N)ccc1-c1cc(F)c2c(c1)C(C)(C)C(=O)N2. Reactants: BrC1=CC=C(C(=O)C2=C(C(=O)O)C=CC=C2)C=C1 (2-(4-bromobenzoyl)benzoic acid), CNN (methylhydrazine). The solvent is C1(=CC=CC=C1)C (toluene). Reaction conditions: time 15 minute. The product is CN1C(C2=CC=CC=C2C(=N1)C1=CC=C(C=C1)Br)=O (2-methyl-4-(4-bromophenyl)-1-(2H)-phthalazinone). Yield: 86.4%. Reaction SMILES: [Br:1][C:2]1[CH:18]=[CH:17][C:5]([C:6]([C:8]2[CH:16]=[CH:15][CH:14]=[CH:13][C:9]=2[C:10](O)=[O:11])=O)=[CH:4][CH:3]=1.[CH3:19][NH:20][NH2:21]>C1(C)C=CC=CC=1>[CH3:19][N:20]1[N:21]=[C:6]([C:5]2[CH:17]=[CH:18][C:2]([Br:1])=[CH:3][CH:4]=2)[C:8]2[C:9](=[CH:13][CH:14]=[CH:15][CH:16]=2)[C:10]1=[O:11]. Procedure details: To a suspension of 2-(4-bromobenzoyl)benzoic acid (15.0 g, 49.2 mmol) in toluene (75 mL) at room temperature was added methylhydrazine (2.88 mL, 54.1 mmol). The reaction mixture was heated to reflux while collecting water in a Dean Stark trap for 3 hours, additional methylhydrazine (2.0 mL) was added and refluxing was continued for 15 minutes. The reaction mixture was cooled to room temperature and the product was collected by filtration and dried in vacuo to afford 13.4 g (87%) of 2-methyl-4-(4...